From a dataset of the Open Reaction Database (ORD), a public repository of structured organic reaction records. describe an organic reaction: reactants, conditions, products, and yield Reactants: Cl (HCl), O1CCOCC1 (1,4-dioxane), C(C)(C)(C)OC(N(C)C1=C(C=C(C=C1)OCC=1N(N=CC1C(C)C)C1=C(C=CC=C1Cl)Cl)C)=O ({4-[2-(2,6-dichloro-phenyl)-4-isopropyl-2H-pyrazol-3-ylmethoxy]-2-methyl-phenyl}-methyl-carbamic acid tert-butyl ester). Run in ClCCl (dichloromethane). Conditions: time 2 hour. Yields the product ClC1=C(C(=CC=C1)Cl)N1N=CC(=C1COC1=CC(=C(C=C1)NC)C)C(C)C ({4-[2-(2,6-Dichloro-phenyl)-4-isopropyl-2H-pyrazol-3-ylmethoxy]-2-methyl-phenyl}-methyl-amine). Isolated yield 83.6%. RXN SMILES: Cl.O1CCOCC1.C(O[C:13](=O)[N:14]([C:16]1[CH:21]=[CH:20][C:19]([O:22][CH2:23][C:24]2[N:25]([C:32]3[C:37]([Cl:38])=[CH:36][CH:35]=[CH:34][C:33]=3[Cl:39])[N:26]=[CH:27][C:28]=2[CH:29]([CH3:31])[CH3:30])=[CH:18][C:17]=1[CH3:40])C)(C)(C)C>ClCCl>[Cl:38][C:37]1[CH:36]=[CH:35][CH:34]=[C:33]([Cl:39])[C:32]=1[N:25]1[C:24]([CH2:23][O:22][C:19]2[CH:20]=[CH:21][C:16]([NH:14][CH3:13])=[C:17]([CH3:40])[CH:18]=2)=[C:28]([CH:29]([CH3:31])[CH3:30])[CH:27]=[N:26]1. Procedure: A solution of 4.0 M HCl in 1,4-dioxane (2.8 mL, 11.0 mmol) is added to a solution of {4-[2-(2,6-dichloro-phenyl)-4-isopropyl-2H-pyrazol-3-ylmethoxy]-2-methyl-phenyl}-methyl-carbamic acid tert-butyl ester (1.85 g, 3.7 mmol) in dichloromethane (25.0 mL) at 0° C. The reaction mixture is then stirred at room temperature for 2.0 h. The solvents are removed by evaporation under reduced pressure. The residue is partitioned between EtOAc (50 mL) and 5% aqueous sodium bicarbonate (30 mL). The organic lay... Reaction conditions: temperature 25 celsius, time 20 minute. RXN SMILES: Cl[C:2]([O:4][CH3:5])=[O:3].[OH-].[K+].Cl.[CH2:9]([C:16]([NH2:18])=[NH:17])[C:10]1[CH:15]=[CH:14][CH:13]=[CH:12][CH:11]=1>O.ClCCCl>[CH3:5][O:4][C:2]([NH:18][C:16]([CH2:9][C:10]1[CH:15]=[CH:14][CH:13]=[CH:12][CH:11]=1)=[NH:17])=[O:3] |f:1.2,3.4|. Solvent: O (water), ClCCCl (1,2-dichloroethane), O (water). Isolated yield 93.0%. Procedure details: 137.2 parts of methyl chloroformate and a solution of 162.7 parts of potassium hydroxide in 180 parts of water are added via two inlets to a mixture of 246 parts of benzylmethanamidine hydrochloride in 530 parts of 1,2-dichloroethane and 85 parts of water, at from 10° to 15° C., in the course of 35 minutes. The mixture is stirred at 25° C. for 20 minutes, the organic phase is separated off and the aqueous phase is extracted twice more with 1,2- dichloroethane. The organic extracts are concentrat... Starting materials: ClC(=O)OC (methyl chloroformate), 162.7, [OH-].[K+] (potassium hydroxide), 246, Cl.C(C1=CC=CC=C1)C(=N)N (benzylmethanamidine hydrochloride). The product is 259.8, COC(=O)NC(=N)CC1=CC=CC=C1 (N-methoxycarbonylbenzylmethanamidine).